This data is from the Open Reaction Database (ORD), a public repository of structured organic reaction records. The task is: describe an organic reaction: reactants, conditions, products, and yield Reactants: OC=1C=C(C=O)C=CC1 (3-hydroxybenzaldehyde), ICCC(C)C (1-iodo-3-methylbutane), [I-].[Na+] (sodium iodide). Yields the product C(CC(C)C)OC=1C=C(C=O)C=CC1 (3-(isopentyloxy)benzaldehyde). Yield: 92.6%. RXN SMILES: [OH:1][C:2]1[CH:3]=[C:4]([CH:7]=[CH:8][CH:9]=1)[CH:5]=[O:6].I[CH2:11][CH2:12][CH:13]([CH3:15])[CH3:14].[I-].[Na+]>>[CH2:11]([O:1][C:2]1[CH:3]=[C:4]([CH:7]=[CH:8][CH:9]=1)[CH:5]=[O:6])[CH2:12][CH:13]([CH3:15])[CH3:14] |f:2.3|. Procedure: The compound was synthesized as in Example 24.1, using 3-hydroxybenzaldehyde (200 mg, 1.64 mmol) in place of 4-hydroxybenzaldehyde and 1-iodo-3-methylbutane (649 mg, 1.97 mmol) in place of 1-chloro-3,3-dimethylbutane (no sodium iodide was used) to give 3-(isopentyloxy)benzaldehyde (292 mg, quant. crude) as a dark yellow oil that was used without further purification or characterization. RXN SMILES: [CH3:20][C:21]([CH3:22])=[O:23].[CH3:24][CH2:25][O:26][CH2:27][CH3:28].[CH:1]([CH3:2])([CH3:3])[O:4][c:5]1[n:6][cH:7][c:8]([B:11]2[O:12][C:13]([CH3:14])([CH3:15])[C:16]([CH3:17])([CH3:18])[O:19]2)[cH:9][n:10]1>>[CH:1]([CH3:2])([CH3:3])[O:4][c:5]1[n:6][cH:7][c:8]([OH:23])[cH:9][n:10]1. Product: CC(C)Oc1ncc(O)cn1. The reactants are CC(C)=O, CCOCC, CC(C)Oc1ncc(B2OC(C)(C)C(C)(C)O2)cn1. The reactants are C1CCOC1, COC(=O)c1cc(-c2ccccc2)nc2c(OC)cccc12. The product is COc1cccc2c(C(=O)O)cc(-c3ccccc3)nc12. Reaction SMILES: [CH2:23]1[O:24][CH2:25][CH2:26][CH2:27]1.[c:1]1(-[c:7]2[n:8][c:9]3[c:10]([O:21][CH3:22])[cH:11][cH:12][cH:13][c:14]3[c:15]([C:17](=[O:18])[O:19][CH3:20])[cH:16]2)[cH:2][cH:3][cH:4][cH:5][cH:6]1>>[c:1]1(-[c:7]2[n:8][c:9]3[c:10]([O:21][CH3:22])[cH:11][cH:12][cH:13][c:14]3[c:15]([C:17](=[O:18])[OH:19])[cH:16]2)[cH:2][cH:3][cH:4][cH:5][cH:6]1. Product: COC=1C=C(C=C(C1OC)OC)NC1=NC(=CN=C1)C=1N(C=CC1)C(=O)OC(C)(C)C (2-(3,4,5-trimethoxyphenylamino)-6-(N-tert-butoxycarbonyl-pyrrol-2-yl) pyrazine). The reactants are COC=1C=C(C=C(C1OC)OC)NC1=NC(=CN=C1)Cl (2-(3,4,5-trimethoxyphenylamino)-6-chloropyrazine), C(C)(C)(C)OC(=O)N1C(=CC=C1)B(O)O (1-tert-butoxycarbonyl-2-pyrrolyl boronic acid). Procedure: Using Method C with 100 mg (0.34 mmol) 2a and 86 mg (0.41 mmol) 1-tert-butoxycarbonyl-2-pyrrolyl boronic acid, 6 mg pure title compound were obtained. The filtrate was submitted to purification by preparative HPLC (eluent:AcOEt) and a fraction of 52 mg of a product containing 25% (LC-MS) of the desired compound was obtained. A second purification using a semi-preparative Supelco discovery C18 column (250×10 mm) (eluent: acetonitrile:H2O 9:1) led to 6 mg (4.1%) of pure title compound. Reaction ti... Yield: 4.1%. RXN SMILES: [CH3:1][O:2][C:3]1[CH:4]=[C:5]([NH:13][C:14]2[CH:19]=[N:18][CH:17]=[C:16](Cl)[N:15]=2)[CH:6]=[C:7]([O:11][CH3:12])[C:8]=1[O:9][CH3:10].[C:21]([O:25][C:26]([N:28]1[CH:32]=[CH:31][CH:30]=[C:29]1B(O)O)=[O:27])([CH3:24])([CH3:23])[CH3:22]>>[CH3:1][O:2][C:3]1[CH:4]=[C:5]([NH:13][C:14]2[CH:19]=[N:18][CH:17]=[C:16]([C:29]3[N:28]([C:26]([O:25][C:21]([CH3:24])([CH3:23])[CH3:22])=[O:27])[CH:32]=[CH:31][CH:30]=3)[N:15]=2)[CH:6]=[C:7]([O:11][CH3:12])[C:8]=1[O:9][CH3:10]. Reactants: BrC=1C=CC2=C(C=C(O2)CCN2[C@@H](CCC2)C)C1 ((2R)-1-[2-(5-bromo-1-benzofuran-2-yl)ethyl]-2-methylpyrrolidine), C(C)(C)(C)[Li] (tert-butyl lithium), C(CCC)[Sn](CCCC)(CCCC)Cl (tributylstannyl chloride). The product is C[C@H]1N(CCC1)CCC=1OC2=C(C1)C=C(C=C2)[Sn](CCCC)(CCCC)CCCC ((2R)-2-methyl-1-{2-[5-(tributylstannyl)-1-benzofuran-2-yl]ethyl}pyrrolidine). Reaction SMILES: Br[C:2]1[CH:3]=[CH:4][C:5]2[O:9][C:8]([CH2:10][CH2:11][N:12]3[CH2:16][CH2:15][CH2:14][C@H:13]3[CH3:17])=[CH:7][C:6]=2[CH:18]=1.C([Li])(C)(C)C.[CH2:24]([Sn:28](Cl)([CH2:33][CH2:34][CH2:35][CH3:36])[CH2:29][CH2:30][CH2:31][CH3:32])[CH2:25][CH2:26][CH3:27]>>[CH3:17][C@@H:13]1[CH2:14][CH2:15][CH2:16][N:12]1[CH2:11][CH2:10][C:8]1[O:9][C:5]2[CH:4]=[CH:3][C:2]([Sn:28]([CH2:29][CH2:30][CH2:31][CH3:32])([CH2:33][CH2:34][CH2:35][CH3:36])[CH2:24][CH2:25][CH2:26][CH3:27])=[CH:18][C:6]=2[CH:7]=1. Reported procedure: As shown in Scheme 13, (2R)-1-[2-(5-bromo-1-benzofuran-2-yl)ethyl]-2-methylpyrrolidine is treated with tert-butyl lithium and tributylstannyl chloride at −78° C. to provide (2R)-2-methyl-1-{2-[5-(tributylstannyl)-1-benzofuran-2-yl]ethyl}pyrrolidine. (2R)-2-Methyl-1-{2-[5-(tributylstannyl)-1-benzofuran-2-yl]ethyl}pyrrolidine is treated with a suitable starting material, for example, aryl halides, aryl triflates, or heterocyclic halides in the presence of a palladium catalyst, like palladium (II) ... The reactants are CC(C)(C)OC(=O)N1CCN(c2ccc(Br)cn2)CC1, O=C([O-])O, CCOC(C)=O, Cc1ccccc1, OB(O)C1CC1, [K+], [K+], [K+], [Na+], O, O=P([O-])([O-])[O-]. Product: CC(C)(C)OC(=O)N1CCN(c2ccc(C3CC3)cn2)CC1. RXN SMILES: [C:1]([CH3:2])([CH3:3])([CH3:4])[O:5][C:6](=[O:7])[N:8]1[CH2:9][CH2:10][N:11]([c:14]2[n:15][cH:16][c:17]([Br:20])[cH:18][cH:19]2)[CH2:12][CH2:13]1.[C:35](=[O:36])([O-:37])[OH:38].[CH3:40][CH2:41][O:42][C:43](=[O:44])[CH3:45].[CH3:47][c:48]1[cH:49][cH:50][cH:51][cH:52][cH:53]1.[CH:29]1([B:32]([OH:33])[OH:34])[CH2:30][CH2:31]1.[K+:26].[K+:27].[K+:28].[Na+:39].[OH2:46].[P:21]([O-:22])([O-:23])([O-:24])=[O:25]>>[C:1]([CH3:2])([CH3:3])([CH3:4])[O:5][C:6](=[O:7])[N:8]1[CH2:9][CH2:10][N:11]([c:14]2[n:15][cH:16][c:17]([CH:29]3[CH2:30][CH2:31]3)[cH:18][cH:19]2)[CH2:12][CH2:13]1. Starting materials: Cl.C(C)(C)(C)C1=CC=C(C=C1)[N-]C1=NC=NC2=CC(=CC=C12)C1=NC=CC=C1C(F)(F)F ((4-tert-Butyl-phenyl)-[7-(3-trifluoromethyl-pyridin-2-yl)-quinazolin-4-yl]-amide hydrochloride), FC(C=1C(=NC=CC1)C1=CC=C2C(=NC=NC2=C1)O)(F)F (7-(3-trifluoromethyl-pyridin-2-yl)-quinazolin-4-ol). The product is Cl.C(C)(C)(C)C1=CC=C(C=C1)NC1=NC=NC2=CC(=CC=C12)C1=NC=CC=C1C(F)(F)F ((4-tert-Butyl-phenyl)-[7-(3-trifluoromethyl-pyridin-2-yl)-quinazolin-4-yl]-amine hydrochloride). RXN SMILES: [ClH:1].[C:2]([C:6]1[CH:11]=[CH:10][C:9]([N-:12][C:13]2[C:22]3[C:17](=[CH:18][C:19]([C:23]4[C:28]([C:29]([F:32])([F:31])[F:30])=[CH:27][CH:26]=[CH:25][N:24]=4)=[CH:20][CH:21]=3)[N:16]=[CH:15][N:14]=2)=[CH:8][CH:7]=1)([CH3:5])([CH3:4])[CH3:3].FC(F)(F)C1C(C2C=C3C(C(O)=NC=N3)=CC=2)=NC=CC=1>>[ClH:1].[C:2]([C:6]1[CH:11]=[CH:10][C:9]([NH:12][C:13]2[C:22]3[C:17](=[CH:18][C:19]([C:23]4[C:28]([C:29]([F:31])([F:30])[F:32])=[CH:27][CH:26]=[CH:25][N:24]=4)=[CH:20][CH:21]=3)[N:16]=[CH:15][N:14]=2)=[CH:8][CH:7]=1)([CH3:5])([CH3:3])[CH3:4] |f:0.1,3.4|. Procedure: Using procedures analogous to those described above (see, for example, Schemes 1 and 2, (4-tert-Butyl-phenyl)-[7-(3-trifluoromethyl-pyridin-2-yl)-quinazolin-4-yl]-amide hydrochloride is prepared from 7-(3-trifluoromethyl-pyridin-2-yl)-quinazolin-4-ol in two steps. Mass spec. 422.2.